The task is: describe an organic reaction: reactants, conditions, products, and yield. This data is from the Open Reaction Database (ORD), a public repository of structured organic reaction records. Reactants: [N+](=O)([O-])C1=C(C=C(C(=O)N2CCN(CC2)CCC2=CC=C(C=C2)Cl)C=C1)Br (1-(4-nitro-3-bromobenzoyl)-4-[2-(4-chlorophenyl)ethyl]-piperazine), [N+](=O)([O-])C1=C(C=C(C(=O)O)C=C1)Br (4-nitro-3-bromobenzoic acid), ClC1=CC=C(C=C1)CCN1CCNCC1 (1-[2-(4-chlorophenyl)ethyl]-piperazine). Reagents/catalysts: [Ni] (Raney nickel). Product: NC1=C(C=C(C(=O)N2CCN(CC2)CCC2=CC=C(C=C2)Cl)C=C1)Br (1-(4-amino-3-bromobenzoyl)-4-[2-(4-chlorophenyl)ethyl]-piperazine). RXN SMILES: [N+:1]([C:4]1[CH:26]=[CH:25][C:7]([C:8]([N:10]2[CH2:15][CH2:14][N:13]([CH2:16][CH2:17][C:18]3[CH:23]=[CH:22][C:21]([Cl:24])=[CH:20][CH:19]=3)[CH2:12][CH2:11]2)=[O:9])=[CH:6][C:5]=1[Br:27])([O-])=O.[N+](C1C=CC(C(O)=O)=CC=1Br)([O-])=O.ClC1C=CC(CCN2CCNCC2)=CC=1>[Ni]>[NH2:1][C:4]1[CH:26]=[CH:25][C:7]([C:8]([N:10]2[CH2:15][CH2:14][N:13]([CH2:16][CH2:17][C:18]3[CH:23]=[CH:22][C:21]([Cl:24])=[CH:20][CH:19]=3)[CH2:12][CH2:11]2)=[O:9])=[CH:6][C:5]=1[Br:27]. Procedure: In a manner analogous to that described in Example 2, 1-(4-nitro-3-bromobenzoyl)-4-[2-(4-chlorophenyl)ethyl]-piperazine is prepared from 4.7 g of 4-nitro-3-bromobenzoic acid and 1-[2-(4-chlorophenyl)ethyl]-piperazine and, as described in Example 3, reduced in the presence of Raney nickel to form 1-(4-amino-3-bromobenzoyl)-4-[2-(4-chlorophenyl)ethyl]-piperazine having a melting point of 120°-123°. Starting materials: CC(C)(C)OC(N)=O, C=CC1=C(c2ccc(F)cc2)c2ccc(Cl)cc2OC1(C)C. Product: C=CC1=C(c2ccc(F)cc2)c2ccc(NC(=O)OC(C)(C)C)cc2OC1(C)C. Reaction SMILES: [C:23]([NH2:24])([O:25][C:26]([CH3:27])([CH3:28])[CH3:29])=[O:30].[Cl:1][c:2]1[cH:3][cH:4][c:5]2[c:10]([cH:11]1)[O:9][C:8]([CH3:12])([CH3:13])[C:7]([CH:14]=[CH2:15])=[C:6]2[c:16]1[cH:17][cH:18][c:19]([F:22])[cH:20][cH:21]1>>[c:2]1([NH:24][C:23]([O:25][C:26]([CH3:27])([CH3:28])[CH3:29])=[O:30])[cH:3][cH:4][c:5]2[c:10]([cH:11]1)[O:9][C:8]([CH3:12])([CH3:13])[C:7]([CH:14]=[CH2:15])=[C:6]2[c:16]1[cH:17][cH:18][c:19]([F:22])[cH:20][cH:21]1. Reactants: C(C)(C)(C)OC(=O)N1CCN(CC1)C=1C=CC=2N(N1)C(=CN2)I (4-(3-iodo-imidazo[1,2-b]pyridazin-6-yl)-piperazine-1-carboxylic acid tert-butyl ester), C1(=CC=CC=C1)B(O)O (phenyl boronic acid). Yields the product C(C)(C)(C)OC(=O)N1CCN(CC1)C=1C=CC=2N(N1)C(=CN2)C2=CC=CC=C2 (4-(3-Phenyl-imidazo[1,2-b]pyridazin-6-yl)-piperazine-1-carboxylic acid tert-butyl ester), white powder. Reaction SMILES: [C:1]([O:5][C:6]([N:8]1[CH2:13][CH2:12][N:11]([C:14]2[CH:15]=[CH:16][C:17]3[N:18]([C:20](I)=[CH:21][N:22]=3)[N:19]=2)[CH2:10][CH2:9]1)=[O:7])([CH3:4])([CH3:3])[CH3:2].[C:24]1(B(O)O)[CH:29]=[CH:28][CH:27]=[CH:26][CH:25]=1>>[C:1]([O:5][C:6]([N:8]1[CH2:13][CH2:12][N:11]([C:14]2[CH:15]=[CH:16][C:17]3[N:18]([C:20]([C:24]4[CH:29]=[CH:28][CH:27]=[CH:26][CH:25]=4)=[CH:21][N:22]=3)[N:19]=2)[CH2:10][CH2:9]1)=[O:7])([CH3:4])([CH3:3])[CH3:2]. Procedure: 4-(3-Phenyl-imidazo[1,2-b]pyridazin-6-yl)-piperazine-1-carboxylic acid tert-butyl ester was prepared using the approach described in example 5.6.112 from 4-(3-iodo-imidazo[1,2-b]pyridazin-6-yl)-piperazine-1-carboxylic acid tert-butyl ester (513.4 mg, 1.2 mmol) and phenyl boronic acid [98-80-6] (178.3 mg, 1.5 mmol) to obtain 220.2 mg of white powder, mp. 101-103° C. (dec.). 1H NMR (400 MHz, DMSO-d6) δ ppm 1.44 (s, 9H) 3.52 (br. s., 8H) 7.22 (d, J=9.85 Hz, 1H) 7.31-7.37 (m, 1H) 7.46-7.54 (m, 2H) 7... Starting materials: OC=1C=C(C#N)C=CC1 (3-hydroxybenzonitrile), CN(C)CN(C)C (N,N,N',N'-tetramethyldiaminomethane). Solvent: O1CCOCC1 (1,4-dioxane). Yields the product CN(C)CC1=C(C#N)C=CC=C1O (2-dimethylaminomethyl-3-hydroxybenzonitrile). Reaction SMILES: [OH:1][C:2]1[CH:3]=[C:4]([CH:7]=[CH:8][CH:9]=1)[C:5]#[N:6].[CH3:10][N:11]([CH2:13]N(C)C)[CH3:12]>O1CCOCC1>[CH3:10][N:11]([CH2:13][C:3]1[C:2]([OH:1])=[CH:9][CH:8]=[CH:7][C:4]=1[C:5]#[N:6])[CH3:12]. Procedure details: A mixture of 3-hydroxybenzonitrile (20.0 g) and N,N,N',N'-tetramethyldiaminomethane (22.9 ml) in 1,4-dioxane (200 ml) was heated on a steam bath for 48 hours. The mixture was evaporated to dryness and the residue dissolved in 2M hydrochloric acid. The solution was washed with ethyl acetate and then the acidic layer was basified with concentrated sodium hydroxide solution and extracted with dichloromethane to give an oil which was purified by column chromatography on silica to give 2-dimethylamin... The reactants are S1C(=NC2=C1C=CC=C2)C(=O)C2CCNCC2 ((2-benzothiazolyl)(4-piperidinyl)methanone), [OH-].[Na+] (sodium hydroxide), C(F)(F)(F)C(=O)O (CF3CO2H), FC1=CC=C(C=C1)CCBr (2-(4-fluorophenyl)ethyl bromide). Run in O (water), C(Cl)Cl (methylene chloride). The reagents and catalysts are [Br-].C(C1=CC=CC=C1)[N+](CC)(CC)CC (benzyltriethylammonium bromide). Yields the product S1C(=NC2=C1C=CC=C2)C(=O)C2CCN(CC2)CCC2=CC=C(C=C2)F ([2-Benzothiazolyl][1-[2-(4-fluorophenyl)ethyl]-4-piperidinyl]methanone). Procedure: Mix (2-benzothiazolyl)(4-piperidinyl)methanone.CF3CO2H (1.95 g, 5.43 mmol), 2-(4-fluorophenyl)ethyl bromide (1.70 g, 8.35 mmol), benzyltriethylammonium bromide (149 mg, 0.54 mmol), sodium hydroxide (5 g), water (25 mL) and methylene chloride (25 mL). Stir at room temperature under an argon atmosphere overnight, then heat at reflux overnight. Cool the reaction to room temperature, separate the organic phase and extract the aqueous phase with methylene chloride (50 mL). Combine the organic phases,... Reaction conditions: time 8 hour. As a reaction SMILES: [S:1]1[C:5]2[CH:6]=[CH:7][CH:8]=[CH:9][C:4]=2[N:3]=[C:2]1[C:10]([CH:12]1[CH2:17][CH2:16][NH:15][CH2:14][CH2:13]1)=[O:11].C(C(O)=O)(F)(F)F.[F:25][C:26]1[CH:31]=[CH:30][C:29]([CH2:32][CH2:33]Br)=[CH:28][CH:27]=1.[OH-].[Na+]>[Br-].C([N+](CC)(CC)CC)C1C=CC=CC=1.C(Cl)Cl.O>[S:1]1[C:5]2[CH:6]=[CH:7][CH:8]=[CH:9][C:4]=2[N:3]=[C:2]1[C:10]([CH:12]1[CH2:17][CH2:16][N:15]([CH2:33][CH2:32][C:29]2[CH:30]=[CH:31][C:26]([F:25])=[CH:27][CH:28]=2)[CH2:14][CH2:13]1)=[O:11] |f:3.4,5.6|. The reactants are COC1=C(C(N(C2=CC=CC=C12)C)=O)B(O)O ((4-methoxy-1-methyl-2-oxo-1,2-dihydroquinolin-3-yl)boronic acid), BrC1=NN=C(S1)N(C1CC(NC(C1)(C)C)(C)C)C (5-bromo-N-methyl-N-(2,2,6,6-tetramethylpiperidin-4-yl)-1,3,4-thiadiazol-2-amine), C(=O)([O-])[O-].[Na+].[Na+] (Na2CO3). Reagents/catalysts: C=1C=CC(=CC1)[P](C=2C=CC=CC2)(C=3C=CC=CC3)[Pd]([P](C=4C=CC=CC4)(C=5C=CC=CC5)C=6C=CC=CC6)([P](C=7C=CC=CC7)(C=8C=CC=CC8)C=9C=CC=CC9)[P](C=1C=CC=CC1)(C=1C=CC=CC1)C=1C=CC=CC1 (tetrakis(triphenylphosphine)palladium(0)). The solvent is O1CCOCC1 (1,4-dioxane), O (water). Conditions: temperature 100 celsius. Yields the product COC1=C(C(N(C2=CC=CC=C12)C)=O)C=1SC(=NN1)N(C1CC(NC(C1)(C)C)(C)C)C (4-methoxy-1-methyl-3-(5-(methyl(2,2,6,6-tetramethylpiperidin-4-yl)amino)-1,3,4-thiadiazol-2-yl)quinolin-2(1H)-one). Yield: 25.3%. Reaction SMILES: [CH3:1][O:2][C:3]1[C:12]2[C:7](=[CH:8][CH:9]=[CH:10][CH:11]=2)[N:6]([CH3:13])[C:5](=[O:14])[C:4]=1B(O)O.Br[C:19]1[S:23][C:22]([N:24]([CH3:35])[CH:25]2[CH2:30][C:29]([CH3:32])([CH3:31])[NH:28][C:27]([CH3:34])([CH3:33])[CH2:26]2)=[N:21][N:20]=1.C([O-])([O-])=O.[Na+].[Na+]>O1CCOCC1.O.C1C=CC([P]([Pd]([P](C2C=CC=CC=2)(C2C=CC=CC=2)C2C=CC=CC=2)([P](C2C=CC=CC=2)(C2C=CC=CC=2)C2C=CC=CC=2)[P](C2C=CC=CC=2)(C2C=CC=CC=2)C2C=CC=CC=2)(C2C=CC=CC=2)C2C=CC=CC=2)=CC=1>[CH3:1][O:2][C:3]1[C:12]2[C:7](=[CH:8][CH:9]=[CH:10][CH:11]=2)[N:6]([CH3:13])[C:5](=[O:14])[C:4]=1[C:19]1[S:23][C:22]([N:24]([CH3:35])[CH:25]2[CH2:30][C:29]([CH3:31])([CH3:32])[NH:28][C:27]([CH3:34])([CH3:33])[CH2:26]2)=[N:21][N:20]=1 |f:2.3.4,^1:52,54,73,92|. Procedure: A degassed reaction mixture of (4-methoxy-1-methyl-2-oxo-1,2-dihydroquinolin-3-yl)boronic acid (500 mg, 2.15 mmol), 5-bromo-N-methyl-N-(2,2,6,6-tetramethylpiperidin-4-yl)-1,3,4-thiadiazol-2-amine (858 mg, 2.57 mmol), tetrakis(triphenylphosphine)palladium(0) (248 mg, 0.215 mmol) and Na2CO3 (682 mg, 6.44 mmol) in 1,4-dioxane (5 mL) and water (1 mL) was heated via microwave irradiation at 100° C. for 1 h. After cooling to room temperature, the mixture was filtered through celite, washed with MeOH t...